From a dataset of the Open Reaction Database (ORD), a public repository of structured organic reaction records. describe an organic reaction: reactants, conditions, products, and yield Reactants: OC1=CC(=CC2=CC(=CC(=C12)O)S(=O)(=O)O)S(=O)(=O)O (4,5-dihydroxynaphthalene-2,7-disulfonic acid), 8-amino-1-naphthol-3,6, NC=1C=CC=C2C=CC=C(C12)S(=O)(=O)O (8-amino-1-naphthalene sulfonic acid). Product: N(C1=CC=CC=C1)C=1C=CC=C2C=CC=C(C12)S(=O)(=O)O (8-anilino-1-naphthalene sulfonic acid). Reaction SMILES: O[C:2]1[C:11]2[C:6](=CC(S(O)(=O)=O)=CC=2O)[CH:5]=[C:4](S(O)(=O)=O)[CH:3]=1.[NH2:21][C:22]1[CH:23]=[CH:24][CH:25]=[C:26]2[C:31]=1[C:30]([S:32]([OH:35])(=[O:34])=[O:33])=[CH:29][CH:28]=[CH:27]2>>[NH:21]([C:22]1[CH:23]=[CH:24][CH:25]=[C:26]2[C:31]=1[C:30]([S:32]([OH:35])(=[O:33])=[O:34])=[CH:29][CH:28]=[CH:27]2)[C:2]1[CH:11]=[CH:6][CH:5]=[CH:4][CH:3]=1. Procedure: 4,5-dihydroxynaphthalene-2,7-disulfonic acid; 8-amino-1-naphthol-3,6-disulfonic acid; and 8-amino-1-naphthalene sulfonic acid. The reactants are CCCc1nc(OC)c(NC(=O)N2CCN(c3cc(C)cc(C)c3)CC2)cc1C(=O)O, CC(N)C(=O)Nc1cc(CO)cc(Nc2c3ccccc3nc3ccccc23)c1. Product: CCCc1nc(OC)c(NC(=O)N2CCN(c3cc(C)cc(C)c3)CC2)cc1C(=O)NC(C)C(=O)Nc1cc(CO)cc(Nc2c3ccccc3nc3ccccc23)c1. As a reaction SMILES: [CH2:1]([CH2:2][CH3:3])[c:4]1[c:5]([C:6](=[O:7])[OH:8])[cH:9][c:10]([NH:15][C:16](=[O:17])[N:18]2[CH2:19][CH2:20][N:21]([c:24]3[cH:25][c:26]([CH3:31])[cH:27][c:28]([CH3:30])[cH:29]3)[CH2:22][CH2:23]2)[c:11]([O:13][CH3:14])[n:12]1.[cH:32]1[cH:33][cH:34][cH:35][c:36]2[n:37][c:38]3[cH:39][cH:40][cH:41][cH:42][c:43]3[c:44]([NH:46][c:47]3[cH:48][c:49]([NH:55][C:56]([CH:57]([CH3:58])[NH2:59])=[O:60])[cH:50][c:51]([CH2:53][OH:54])[cH:52]3)[c:45]12>>[CH2:1]([CH2:2][CH3:3])[c:4]1[c:5]([C:6](=[O:7])[NH:59][CH:57]([C:56]([NH:55][c:49]2[cH:48][c:47]([NH:46][c:44]3[c:43]4[c:38]([n:37][c:36]5[cH:35][cH:34][cH:33][cH:32][c:45]53)[cH:39][cH:40][cH:41][cH:42]4)[cH:52][c:51]([CH2:53][OH:54])[cH:50]2)=[O:60])[CH3:58])[cH:9][c:10]([NH:15][C:16](=[O:17])[N:18]2[CH2:19][CH2:20][N:21]([c:24]3[cH:25][c:26]([CH3:31])[cH:27][c:28]([CH3:30])[cH:29]3)[CH2:22][CH2:23]2)[c:11]([O:13][CH3:14])[n:12]1. The reactants are CCc1cccc(C(C)C)c1O, O. Yields the product CCc1cc(O)cc(C(C)C)c1O. RXN SMILES: [CH2:1]([CH3:2])[c:3]1[c:4]([OH:12])[c:5]([CH:9]([CH3:10])[CH3:11])[cH:6][cH:7][cH:8]1.[OH2:13]>>[CH2:1]([CH3:2])[c:3]1[c:4]([OH:12])[c:5]([CH:9]([CH3:10])[CH3:11])[cH:6][c:7]([OH:13])[cH:8]1. The reactants are CC(C)(C)OC(=O)N1CCC(NC(=O)OCc2ccccc2)C(NC(=O)c2ccc(-n3ccccc3=O)cc2)C1, CC(=O)O, C=O, CO, CC#N, ClCCl, O=C(O)C(F)(F)F, O. Yields the product CN1CCC(NC(=O)OCc2ccccc2)C(NC(=O)c2ccc(-n3ccccc3=O)cc2)C1. As a reaction SMILES: [C:1]([O:2][C:6](=[O:3])[N:8]1[CH2:9][CH:10]([NH:25][C:26]([c:27]2[cH:28][cH:29][c:30](-[n:33]3[c:34](=[O:39])[cH:35][cH:36][cH:37][cH:38]3)[cH:31][cH:32]2)=[O:40])[CH:11]([NH:14][C:15](=[O:16])[O:17][CH2:18][c:19]2[cH:20][cH:21][cH:22][cH:23][cH:24]2)[CH2:12][CH2:13]1)([CH3:4])([CH3:5])[CH3:7].[C:59]([OH:60])(=[O:61])[CH3:62].[CH2:46]=[O:47].[CH3:44][OH:45].[CH3:56][C:57]#[N:58].[Cl:41][CH2:42][Cl:43].[F:48][C:49]([F:50])([F:51])[C:52]([OH:53])=[O:54].[OH2:55]>>[CH3:6][N:8]1[CH2:9][CH:10]([NH:25][C:26]([c:27]2[cH:28][cH:29][c:30](-[n:33]3[c:34](=[O:39])[cH:35][cH:36][cH:37][cH:38]3)[cH:31][cH:32]2)=[O:40])[CH:11]([NH:14][C:15](=[O:16])[O:17][CH2:18][c:19]2[cH:20][cH:21][cH:22][cH:23][cH:24]2)[CH2:12][CH2:13]1. Starting materials: CN(C)C=O, Cc1cc(C2=CC(c3cc(Cl)cc(Cl)c3)(C(F)(F)F)ON2C)ccc1CO, ClCCl, O=S(Cl)Cl. Yields the product Cc1cc(C2=CC(c3cc(Cl)cc(Cl)c3)(C(F)(F)F)ON2C)ccc1CCl. As a reaction SMILES: [CH3:28][N:29]([CH3:30])[CH:31]=[O:32].[Cl:1][c:2]1[cH:3][c:4]([C:9]2([C:24]([F:25])([F:26])[F:27])[CH:10]=[C:11]([c:15]3[cH:16][c:17]([CH3:23])[c:18]([CH2:21][OH:22])[cH:19][cH:20]3)[N:12]([CH3:14])[O:13]2)[cH:5][c:6]([Cl:8])[cH:7]1.[Cl:37][CH2:38][Cl:39].[S:33]([Cl:34])([Cl:35])=[O:36]>>[Cl:1][c:2]1[cH:3][c:4]([C:9]2([C:24]([F:25])([F:26])[F:27])[CH:10]=[C:11]([c:15]3[cH:16][c:17]([CH3:23])[c:18]([CH2:21][Cl:35])[cH:19][cH:20]3)[N:12]([CH3:14])[O:13]2)[cH:5][c:6]([Cl:8])[cH:7]1. Starting materials: C(C)OP(OCC)(=O)C1=CC2=C(S1)C=CC(=C2)CC2=CC=C(C=C2)CC (5-(4-ethylbenzyl)benzo[b]thiophen-2-phosphonic acid diethylester), Br[Si](C)(C)C (bromotrimethylsilane), CO (Methanol). Run in ClCCl (dichloromethane). Run at time 19 hour. Yields the product C(C)C1=CC=C(CC2=CC3=C(SC(=C3)P(O)(=O)O)C=C2)C=C1 (5-(4-Ethylbenzyl)benzo[b]thiophen-2-phosphonic acid). Isolated yield 84.2%. Reaction SMILES: C([O:3][P:4]([C:9]1[S:13][C:12]2[CH:14]=[CH:15][C:16]([CH2:18][C:19]3[CH:24]=[CH:23][C:22]([CH2:25][CH3:26])=[CH:21][CH:20]=3)=[CH:17][C:11]=2[CH:10]=1)(=[O:8])[O:5]CC)C.Br[Si](C)(C)C.CO>ClCCl>[CH2:25]([C:22]1[CH:23]=[CH:24][C:19]([CH2:18][C:16]2[CH:15]=[CH:14][C:12]3[S:13][C:9]([P:4]([OH:5])(=[O:3])[OH:8])=[CH:10][C:11]=3[CH:17]=2)=[CH:20][CH:21]=1)[CH3:26]. Procedure details: To a solution of [5-(4-ethylbenzyl)benzo[b]thiophen-2-phosphonic acid diethylester (1.00 g) in dichloromethane (17.0 mL) was added bromotrimethylsilane (1.7 mL) at 0° C., and the reaction mixture was stirred for 19 hr at room temperature. Methanol (4.5 mL) was added to the reaction mixture, and the mixture was stirred for 10 min at room temperature. After evaporation, the residue was crystallized from ethyl acetate-n-hexane to give the title compound (0.72 g) as a colorless crystal. Starting materials: CN(C)C=O, CI, [H-], [Na+], O, COc1cc(COc2nn(-c3ccccc3)cc2CO)ccc1OCc1nc(-c2ccco2)oc1C. Yields the product COCc1cn(-c2ccccc2)nc1OCc1ccc(OCc2nc(-c3ccco3)oc2C)c(OC)c1. As a reaction SMILES: [CH3:37][N:38]([CH3:39])[CH:40]=[O:41].[CH3:44][I:45].[H-:42].[Na+:43].[OH2:46].[o:1]1[c:2](-[c:6]2[o:7][c:8]([CH3:36])[c:9]([CH2:11][O:12][c:13]3[c:14]([O:34][CH3:35])[cH:15][c:16]([CH2:17][O:18][c:19]4[n:20][n:21](-[c:26]5[cH:27][cH:28][cH:29][cH:30][cH:31]5)[cH:22][c:23]4[CH2:24][OH:25])[cH:32][cH:33]3)[n:10]2)[cH:3][cH:4][cH:5]1>>[o:1]1[c:2](-[c:6]2[o:7][c:8]([CH3:36])[c:9]([CH2:11][O:12][c:13]3[c:14]([O:34][CH3:35])[cH:15][c:16]([CH2:17][O:18][c:19]4[n:20][n:21](-[c:26]5[cH:27][cH:28][cH:29][cH:30][cH:31]5)[cH:22][c:23]4[CH2:24][O:25][CH3:37])[cH:32][cH:33]3)[n:10]2)[cH:3][cH:4][cH:5]1. Starting materials: ( II ), C(C)(=O)C1=CC=CC=C1 (Acetophenone), C1CCOC1 (THF), exo-3-amino-2-hydroxybornane, C1CCOC1 (THF). Reaction conditions: temperature 0 celsius, time 16 hour. The product is C1CC2=CC=CC=C2CC1O (tetralol). The yield is 92.0%. RXN SMILES: [C:1]([C:4]1[CH:9]=[CH:8][CH:7]=[CH:6][CH:5]=1)(=O)[CH3:2].C1C[O:13][CH2:12][CH2:11]1>>[CH2:2]1[CH:12]([OH:13])[CH2:11][C:9]2[C:4](=[CH:5][CH:6]=[CH:7][CH:8]=2)[CH2:1]1. Reported procedure: In situ Preparation of the Compound of Formula (II) wherein R1 is ##STR11## Borane methylsulfide complex (neat, ~10M, 1.4 mL, 14 mmol) was added to a solution of cis, exo-3-amino-2-hydroxybornane [J. Chem. Soc. 49, 1970] (169 mg, 1 mmol) in THF (70 mL) at ambient temperature and was stirred for 16 hours. Acetophenone (2.36 g, 24.6 mmol) as a solution in THF (10 mL) was added to the preceding solution over one hour, stirred for fifteen minutes after addition was completed, cooled to 0° C., and qu... The reactants are CC1CNCC(C)N1, O=C(O)c1cn(C2CC2)c2cc(Cl)c(F)cc2c1=O, C1CN2CCC1CN2. The product is CC1CN(c2cc3c(cc2F)c(=O)c(C(=O)O)cn3C2CC2)CC(C)N1. RXN SMILES: [CH3:20][CH:21]1[NH:22][CH:23]([CH3:27])[CH2:24][NH:25][CH2:26]1.[Cl:1][c:2]1[c:3]([F:19])[cH:4][c:5]2[c:6](=[O:18])[c:7]([C:15](=[O:16])[OH:17])[cH:8][n:9]([CH:12]3[CH2:13][CH2:14]3)[c:10]2[cH:11]1.[N:28]12[CH2:29][CH2:30][CH:31]([CH2:32][CH2:33]1)[CH2:34][NH:35]2>>[c:2]1([N:25]2[CH2:24][CH:23]([CH3:27])[NH:22][CH:21]([CH3:20])[CH2:26]2)[c:3]([F:19])[cH:4][c:5]2[c:6](=[O:18])[c:7]([C:15](=[O:16])[OH:17])[cH:8][n:9]([CH:12]3[CH2:13][CH2:14]3)[c:10]2[cH:11]1. The reactants are CNC(=O)c1c2ccc(-c3cccc(N)c3)cc2nn1-c1ccc(F)cc1, O=C1OC(=O)c2ccccc21. Yields the product CNC(=O)c1c2ccc(-c3cccc(NC(=O)c4ccccc4C(=O)O)c3)cc2nn1-c1ccc(F)cc1. Reaction SMILES: [NH2:1][c:2]1[cH:3][c:4](-[c:8]2[cH:9][cH:10][c:11]3[c:12]([C:24](=[O:25])[NH:26][CH3:27])[n:13](-[c:17]4[cH:18][cH:19][c:20]([F:23])[cH:21][cH:22]4)[n:14][c:15]3[cH:16]2)[cH:5][cH:6][cH:7]1.[O:28]=[C:29]1[O:30][C:31](=[O:32])[c:33]2[cH:34][cH:35][cH:36][cH:37][c:38]21>>[NH:1]([c:2]1[cH:3][c:4](-[c:8]2[cH:9][cH:10][c:11]3[c:12]([C:24](=[O:25])[NH:26][CH3:27])[n:13](-[c:17]4[cH:18][cH:19][c:20]([F:23])[cH:21][cH:22]4)[n:14][c:15]3[cH:16]2)[cH:5][cH:6][cH:7]1)[C:31](=[O:32])[c:33]1[cH:34][cH:35][cH:36][cH:37][c:38]1[C:29](=[O:28])[OH:30].